This data is from the Open Reaction Database (ORD), a public repository of structured organic reaction records. The task is: describe an organic reaction: reactants, conditions, products, and yield Starting materials: CC(=O)OC(C)=O, COc1ccc(NNC(N)=S)cc1, Cc1ccccc1C, CC(C)OC(C)C, O. Yields the product COc1ccc(N(NC(N)=S)C(C)=O)cc1. RXN SMILES: [C:14]([CH3:15])(=[O:16])[O:17][C:18](=[O:19])[CH3:20].[CH3:1][O:2][c:3]1[cH:4][cH:5][c:6]([NH:9][NH:10][C:11]([NH2:12])=[S:13])[cH:7][cH:8]1.[CH3:21][c:22]1[cH:23][cH:24][cH:25][cH:26][c:27]1[CH3:28].[O:29]([CH:30]([CH3:31])[CH3:32])[CH:33]([CH3:34])[CH3:35].[OH2:36]>>[CH3:1][O:2][c:3]1[cH:4][cH:5][c:6]([N:9]([NH:10][C:11]([NH2:12])=[S:13])[C:14]([CH3:15])=[O:16])[cH:7][cH:8]1. Starting materials: C(C(C)C)OCCC1=CC=C(OCC2CO2)C=C1 (1-[4-(2-isobutoxy-ethyl)-phenoxy]-2,3-epoxypropane), NCCN1C=NC2=C1C=CC(=C2)C=2CCC(NN2)=O (6-[1-(2-aminoethyl)benzimidazol-5-yl]-4,5-dihydro-3(2H)pyridazinone). The product is C(C(C)C)OCCC1=CC=C(OCC(CNCCN2C=NC3=C2C=CC(=C3)C=3CCC(NN3)=O)O)C=C1 (6-[1-[2-[3-(4-(2-Isobutoxy-ethyl)-phenoxy)-2-hydroxypropylamino]-ethyl]benzimidazol-5-yl]-4,5-dihydro-3(2H)-pyridazinone). As a reaction SMILES: [CH2:1]([O:5][CH2:6][CH2:7][C:8]1[CH:18]=[CH:17][C:11]([O:12][CH2:13][CH:14]2[O:16][CH2:15]2)=[CH:10][CH:9]=1)[CH:2]([CH3:4])[CH3:3].[NH2:19][CH2:20][CH2:21][N:22]1[C:26]2[CH:27]=[CH:28][C:29]([C:31]3[CH2:32][CH2:33][C:34](=[O:37])[NH:35][N:36]=3)=[CH:30][C:25]=2[N:24]=[CH:23]1>>[CH2:1]([O:5][CH2:6][CH2:7][C:8]1[CH:18]=[CH:17][C:11]([O:12][CH2:13][CH:14]([OH:16])[CH2:15][NH:19][CH2:20][CH2:21][N:22]2[C:26]3[CH:27]=[CH:28][C:29]([C:31]4[CH2:32][CH2:33][C:34](=[O:37])[NH:35][N:36]=4)=[CH:30][C:25]=3[N:24]=[CH:23]2)=[CH:10][CH:9]=1)[CH:2]([CH3:4])[CH3:3]. Procedure details: Prepared analogously to Example 1 from 1-[4-(2-isobutoxy-ethyl)-phenoxy]-2,3-epoxypropane and 6-[1-(2-aminoethyl)benzimidazol-5-yl]-4,5-dihydro-3(2H)pyridazinone. Starting materials: CN(C)C=O (DMF), O (Water), C(CCC)[Li] (n-butyllithium), solution, BrC1=C(C=CC=C1)SC1CCC1 ((2-bromophenyl)(cyclobutyl)sulfane). The solvent is hexanes, C1CCOC1 (THF), C1CCOC1 (THF). Reaction conditions: temperature -78 celsius, time 30 minute. Yields the product C1(CCC1)SC1=C(C=O)C=CC=C1 (2-(cyclobutylthio)benzaldehyde). Isolated yield 47.9%. As a reaction SMILES: C([Li])CCC.Br[C:7]1[CH:12]=[CH:11][CH:10]=[CH:9][C:8]=1[S:13][CH:14]1[CH2:17][CH2:16][CH2:15]1.CN([CH:21]=[O:22])C.O>C1COCC1>[CH:14]1([S:13][C:8]2[CH:9]=[CH:10][CH:11]=[CH:12][C:7]=2[CH:21]=[O:22])[CH2:17][CH2:16][CH2:15]1. Procedure: To a solution of n-butyllithium (7.35 mL of a 1.6 M solution in hexanes, 11.7 mmol) in dry THF (15 mL) at −78° C. was added dropwise over 10 minutes a solution of (2-bromophenyl)(cyclobutyl)sulfane (1.19 g, 4.89 mmol) in dry THF (15 mL) and the resulting solution stirred at −78° C. for 30 minutes. Anhydrous DMF (1.14 mL, 14.7 mmol) was then added, and the solution stirred at −78° C. for 5 minutes, before allowing to warm to room temperature and stirring for a further 1 hour. Water was then added... As a reaction SMILES: [CH:1]1[CH2:5][CH:4]=[CH:3][CH:2]=1.C[Al]C.[C:9](Cl)([CH3:12])([CH3:11])[CH3:10]>ClC1C=CC=CC=1>[C:9]([C:2]1[CH2:1][CH:5]=[CH:4][CH:3]=1)([CH3:12])([CH3:11])[CH3:10] |f:0.1,^1:6|. Run in ClC1=CC=CC=C1 (chlorobenzene), ClC1=CC=CC=C1 (chlorobenzene). Reported procedure: In runs 1 through 10, five ml. of 0.025 M dimethylaluminum cyclopentadiene (Me2AlCPD) in chlorobenzene was dispensed by pipette into 20×150 mm test tubes. The tubes were then capped with screw caps fitted with self-sealing gaskets and Teflon® liners. The reaction tubes were placed in a constant temperature bath. After allowing sufficient time for the tubes and contents to attain bath temperature, 0.12 M tert.-butyl chloride solution in chlorobenzene (tBuCl) already at bath temperature was added ... The reactants are C1=CC=CC1.C[Al]C (dimethylaluminum cyclopentadiene), Teflon, C(C)(C)(C)Cl (tert.-butyl chloride). Product: C(C)(C)(C)C1=CC=CC1 (tertiary-butyl cyclopentadiene). Starting materials: CC(=O)c1cc2c(s1)-c1ccc(O)cc1CC2, CCOC(C)=O, O=C([O-])[O-], CCCCI, CN(C)C=O, CCCCCC, [K+], [K+], O. Yields the product CCCCOc1ccc2c(c1)CCc1cc(C(C)=O)sc1-2. RXN SMILES: [C:17]([CH3:18])(=[O:19])[c:20]1[cH:21][c:22]2[c:23]([s:24]1)-[c:25]1[cH:26][cH:27][c:28]([OH:33])[cH:29][c:30]1[CH2:31][CH2:32]2.[C:40]([O:41][CH2:42][CH3:43])(=[O:44])[CH3:45].[C:6](=[O:7])([O-:8])[O-:9].[CH2:1]([CH2:2][CH2:3][CH3:4])[I:5].[CH3:12][N:13]([CH3:14])[CH:15]=[O:16].[CH3:34][CH2:35][CH2:36][CH2:37][CH2:38][CH3:39].[K+:10].[K+:11].[OH2:46]>>[CH2:1]([CH2:2][CH2:3][CH3:4])[O:33][c:28]1[cH:27][cH:26][c:25]2[c:30]([cH:29]1)[CH2:31][CH2:32][c:22]1[cH:21][c:20]([C:17]([CH3:18])=[O:19])[s:24][c:23]1-2. Starting materials: O=C([O-])[O-], Cc1ccccc1, OB(O)c1cc(C(F)(F)F)cc(C(F)(F)F)c1, [K+], [K+], N#Cc1nc(Br)cnc1N, O. Yields the product N#Cc1nc(-c2cc(C(F)(F)F)cc(C(F)(F)F)c2)cnc1N. Reaction SMILES: [C:28](=[O:29])([O-:30])[O-:31].[CH3:35][c:36]1[cH:37][cH:38][cH:39][cH:40][cH:41]1.[F:11][C:12]([c:13]1[cH:14][c:15]([B:23]([OH:24])[OH:25])[cH:16][c:17]([C:19]([F:20])([F:21])[F:22])[cH:18]1)([F:26])[F:27].[K+:32].[K+:33].[NH2:1][c:2]1[n:3][cH:4][c:5]([Br:10])[n:6][c:7]1[C:8]#[N:9].[OH2:34]>>[NH2:1][c:2]1[n:3][cH:4][c:5](-[c:15]2[cH:14][c:13]([C:12]([F:11])([F:26])[F:27])[cH:18][c:17]([C:19]([F:20])([F:21])[F:22])[cH:16]2)[n:6][c:7]1[C:8]#[N:9]. The reactants are O=C([O-])O, CC(=O)OC(C)=O, NC(C=CCP(=O)(O)O)C(=O)O, [Na+], C1COCCO1, O. Yields the product CC(=O)NC(C=CCP(=O)(O)O)C(=O)O. As a reaction SMILES: [C:1](=[O:2])([O-:3])[OH:4].[CH3:6][C:7](=[O:8])[O:9][C:10](=[O:11])[CH3:12].[NH2:13][CH:14]([C:15](=[O:16])[OH:17])[CH:18]=[CH:19][CH2:20][P:21](=[O:22])([OH:23])[OH:24].[Na+:5].[O:26]1[CH2:27][CH2:28][O:29][CH2:30][CH2:31]1.[OH2:25]>>[CH3:6][C:7](=[O:8])[NH:13][CH:14]([C:15](=[O:16])[OH:17])[CH:18]=[CH:19][CH2:20][P:21](=[O:22])([OH:23])[OH:24]. The reactants are C(C)OC(=O)C=1N=CC=2NC=3C=CC=CC3C2N1 (5H-Pyrimido[5,4-b]indole-2-carboxylic Acid Ethyl Ester), II (iodine), S(O)(O)(=O)=O (sulfuric acid), I(=O)(=O)O (iodic acid). Solvent: C(C)(=O)O (acetic acid), O (water). Reaction conditions: temperature 90 celsius, time 2.5 hour. Yields the product C(C)OC(=O)C=1N=CC=2NC=3C=CC(=CC3C2N1)I (8-iodo-5H-pyrimido[5,4-b]indole-2-carboxylic acid ethyl ester). Yield: 400.7%. Reaction SMILES: [CH2:1]([O:3][C:4]([C:6]1[N:7]=[CH:8][C:9]2[NH:10][C:11]3[CH:12]=[CH:13][CH:14]=[CH:15][C:16]=3[C:17]=2[N:18]=1)=[O:5])[CH3:2].S(=O)(=O)(O)O.[I:24](O)(=O)=O.II>C(O)(=O)C.O>[CH2:1]([O:3][C:4]([C:6]1[N:7]=[CH:8][C:9]2[NH:10][C:11]3[CH:12]=[CH:13][C:14]([I:24])=[CH:15][C:16]=3[C:17]=2[N:18]=1)=[O:5])[CH3:2]. Procedure: 2 g of 5H-pyrimido[5,4-b]indole-2-carboxylic acid ethyl ester (Example 3) in 20 ml of glacial acetic acid is combined with 0.5 ml of water, 0.12 ml of concentrated sulfuric acid, 336 mg of iodic acid, and 878 mg of iodine and agitated for 2.5 hours at 90° C. After concentrating the reaction mixture, the latter is combined with 50 ml of water, gently made alkaline with ammonia, and suctioned off, thus obtaining 2.81 g of 8-iodo-5H-pyrimido[5,4-b]indole-2-carboxylic acid ethyl ester, mp 264°-266° ... The reactants are C(C)N(C1=C(C=CC(=C1)OC)C1CC=2C=CC(=CC2CC1)OC(C(C)(C)C)=O)C(C1=CC=C(C=C1)O)=O (pivalic acid 6-{2-[ethyl(4-hydroxybenzoyl)amino]-4-methoxyphenyl}-5,6,7,8-tetrahydronaphthalen-2-yl ester), ClCC(=O)N1CCC2(OCCO2)CC1 (2-chloro-1-(1,4-dioxa-8-azaspiro[4.5]dec-8-yl)ethanone). The product is O1CCOC12CCN(CC2)CCOC2=CC=C(CCCNC1=C(C=CC(=C1)OC)C1CC=3C=CC(=CC3CC1)O)C=C2 (6-{2-{{4-[2-(1,4-Dioxa-8-azaspiro[4.5]dec-8-yl)ethoxy]benzyl}ethylamino}-4-methoxyphenyl}-5,6,7,8-tetrahydronaphthalen-2-ol). The yield is 37.7%. RXN SMILES: C([N:3](C(=O)C1C=CC(O)=CC=1)[C:4]1[CH:9]=[C:8]([O:10][CH3:11])[CH:7]=[CH:6][C:5]=1[CH:12]1[CH2:21][CH2:20][C:19]2[CH:18]=[C:17]([O:22]C(=O)C(C)(C)C)[CH:16]=[CH:15][C:14]=2[CH2:13]1)C.Cl[CH2:39][C:40]([N:42]1[CH2:51][CH2:50][C:45]2([O:49][CH2:48][CH2:47][O:46]2)[CH2:44][CH2:43]1)=O>>[O:49]1[C:45]2([CH2:50][CH2:51][N:42]([CH2:40][CH2:39][O:10][C:8]3[CH:9]=[CH:4][C:5]([CH2:12][CH2:13][CH2:14][NH:3][C:4]4[CH:9]=[C:8]([O:10][CH3:11])[CH:7]=[CH:6][C:5]=4[CH:12]4[CH2:21][CH2:20][C:19]5[CH:18]=[C:17]([OH:22])[CH:16]=[CH:15][C:14]=5[CH2:13]4)=[CH:6][CH:7]=3)[CH2:43][CH2:44]2)[O:46][CH2:47][CH2:48]1. Reported procedure: Synthesized from pivalic acid 6-{2-[ethyl(4-hydroxybenzoyl)amino]-4-methoxyphenyl}-5,6,7,8-tetrahydronaphthalen-2-yl ester (26 mg) and 2-chloro-1-(1,4-dioxa-8-azaspiro[4.5]dec-8-yl)ethanone (23 mg) according to an analogous synthetic method to Example 404 and purified by LC-MS, the title compound (5.6 mg) was obtained.